From a dataset of the Open Reaction Database (ORD), a public repository of structured organic reaction records. describe an organic reaction: reactants, conditions, products, and yield Starting materials: OC1=CC=C(C=C1)C(=CC1=CC=CC=C1)C1=CC=CC=C1 (1-[(4-hydroxy)phenyl]-1,2-diphenyl-ethylene), ClN1C(CCC1=O)=O (N-chlorosuccinimide). The solvent is C(Cl)(Cl)Cl (chloroform). The product is OC1=CC=C(C=C1)C(=C(Cl)C1=CC=CC=C1)C1=CC=CC=C1 (1-[(4-Hydroxy)phenyl]-1,2-diphenyl-2-chloro-ethylene). Reaction SMILES: [OH:1][C:2]1[CH:7]=[CH:6][C:5]([C:8]([C:16]2[CH:21]=[CH:20][CH:19]=[CH:18][CH:17]=2)=[CH:9][C:10]2[CH:15]=[CH:14][CH:13]=[CH:12][CH:11]=2)=[CH:4][CH:3]=1.[Cl:22]N1C(=O)CCC1=O>C(Cl)(Cl)Cl>[OH:1][C:2]1[CH:3]=[CH:4][C:5]([C:8]([C:16]2[CH:17]=[CH:18][CH:19]=[CH:20][CH:21]=2)=[C:9]([C:10]2[CH:15]=[CH:14][CH:13]=[CH:12][CH:11]=2)[Cl:22])=[CH:6][CH:7]=1. Reported procedure: Combine (E and Z)-1-[(4-hydroxy)phenyl]-1,2-diphenyl-ethylene [Cacchi et al, Tet. Lets. 25, 3137-3140 (1984)] (0.90 g, 3.31 mmol) and N-chlorosuccinimide (0.486 g, 3.64 mmol) in chloroform (20 mL). Heat to reflux and allow to stir at reflux for 48 hours. Evaporate in vacuo. Chromatograph on silica gel eluting with 20% ethyl acetate/hexane to give the title compound as a solid: mp; 127°-129° C. Starting materials: FC=1C=2N(C=C(C1)C1=CC=C(C=C1)C(F)(F)F)C(=CN2)I (8-fluoro-3-iodo-6-(4-trifluoromethyl-phenyl)-imidazo[1,2-a]pyridine), C(#C)C=1C=CC(=NC1)N (5-ethynyl-pyridin-2-ylamine). The product is FC=1C=2N(C=C(C1)C1=CC=C(C=C1)C(F)(F)F)C(=CN2)C#CC=2C=CC(=NC2)N (5-[8-Fluoro-6-(4-trifluoromethyl-phenyl)-imidazo[1,2-a]pyridin-3-ylethynyl]-pyridin-2-ylamine), solid. Yield: 38.0%. As a reaction SMILES: [F:1][C:2]1[C:3]2[N:4]([C:18](I)=[CH:19][N:20]=2)[CH:5]=[C:6]([C:8]2[CH:13]=[CH:12][C:11]([C:14]([F:17])([F:16])[F:15])=[CH:10][CH:9]=2)[CH:7]=1.[C:22]([C:24]1[CH:25]=[CH:26][C:27]([NH2:30])=[N:28][CH:29]=1)#[CH:23]>>[F:1][C:2]1[C:3]2[N:4]([C:18]([C:23]#[C:22][C:24]3[CH:25]=[CH:26][C:27]([NH2:30])=[N:28][CH:29]=3)=[CH:19][N:20]=2)[CH:5]=[C:6]([C:8]2[CH:13]=[CH:12][C:11]([C:14]([F:17])([F:16])[F:15])=[CH:10][CH:9]=2)[CH:7]=1. Procedure details: The title compound was prepared from 8-fluoro-3-iodo-6-(4-trifluoromethyl-phenyl)-imidazo[1,2-a]pyridine (example C.29 step 6) (350 mg, 0.85 mmol) and 5-ethynyl-pyridin-2-ylamine (example D.1) (122 mg, 0.85 mmol) according to general procedure II. Obtained as an off-white solid (130 mg, 38%). MS (ISP) 397.2 [(M+H)+]; mp 281-282° C. Reactants: ClC1=C(C=CC=2NC3=CC=CC=C3SC12)O (4-chloro-3-hydroxy-10H-phenothiazine), N1=CC=CC=C1 (pyridine), C(C)(=O)OC(C)=O (acetic anhydride). Run in O (water). Run at time 12 hour. The product is C(C)(=O)OC=1C=CC=2NC3=CC=CC=C3SC2C1Cl (3-acetoxy-4-chloro-10H-phenothiazine). Reaction SMILES: [Cl:1][C:2]1[C:15]2[S:14][C:13]3[C:8](=[CH:9][CH:10]=[CH:11][CH:12]=3)[NH:7][C:6]=2[CH:5]=[CH:4][C:3]=1[OH:16].N1C=CC=CC=1.[C:23](OC(=O)C)(=[O:25])[CH3:24]>O>[C:23]([O:16][C:3]1[CH:4]=[CH:5][C:6]2[NH:7][C:8]3[C:13]([S:14][C:15]=2[C:2]=1[Cl:1])=[CH:12][CH:11]=[CH:10][CH:9]=3)(=[O:25])[CH3:24]. Procedure details: To a solution of 1.8 g of 4-chloro-3-hydroxy-10H-phenothiazine (see Example 3) in 20 ml of acetic anhydride was added 1.2 ml of pyridine. The reaction mixture was then stirred at ambient temperature for 12 hours and then poured in water (75 ml). The resulting precipitate was filtered, washed with water and dried under vacuum to give 1.65 g of 3-acetoxy-4-chloro-10H-phenothiazine (m.p.: 173° C.). Reactants: C(C)(C)N1CCN(CC1)C(=O)C=1C=C2C=C(NC2=CC1)C(=O)N1CCN(CC1)C(=O)N1CCCCC1 ({4-[5-(4-Isopropyl-piperazine-1-carbonyl)-1H-indole-2-carbonyl]-piperazin-1-yl}-piperidin-1-yl-methanone), ClC=1C=C(C=CC1)B(O)O (3-chlorophenylboronic acid). The product is ClC=1C=C(C=CC1)N1C(=CC2=CC(=CC=C12)C(=O)N1CCN(CC1)C(C)C)C(=O)N1CCN(CC1)C(=O)N1CCCCC1 ([1-(3-Chloro-phenyl)-5-(4-isopropyl-piperazine-1-carbonyl)-1H-indol-2-yl]-[4-(piperidine-1-carbonyl)-piperazin-1-yl]-methanone). Isolated yield 49.0%. RXN SMILES: [CH:1]([N:4]1[CH2:9][CH2:8][N:7]([C:10]([C:12]2[CH:13]=[C:14]3[C:18](=[CH:19][CH:20]=2)[NH:17][C:16]([C:21]([N:23]2[CH2:28][CH2:27][N:26]([C:29]([N:31]4[CH2:36][CH2:35][CH2:34][CH2:33][CH2:32]4)=[O:30])[CH2:25][CH2:24]2)=[O:22])=[CH:15]3)=[O:11])[CH2:6][CH2:5]1)([CH3:3])[CH3:2].[Cl:37][C:38]1[CH:39]=[C:40](B(O)O)[CH:41]=[CH:42][CH:43]=1>>[Cl:37][C:38]1[CH:43]=[C:42]([N:17]2[C:18]3[C:14](=[CH:13][C:12]([C:10]([N:7]4[CH2:6][CH2:5][N:4]([CH:1]([CH3:3])[CH3:2])[CH2:9][CH2:8]4)=[O:11])=[CH:20][CH:19]=3)[CH:15]=[C:16]2[C:21]([N:23]2[CH2:24][CH2:25][N:26]([C:29]([N:31]3[CH2:36][CH2:35][CH2:34][CH2:33][CH2:32]3)=[O:30])[CH2:27][CH2:28]2)=[O:22])[CH:41]=[CH:40][CH:39]=1. Procedure details: The title compound was synthesized in analogy to example 5, from {4-[5-(4-isopropyl-piperazine-1-carbonyl)-1H-indole-2-carbonyl]-piperazin-1-yl}-piperidin-1-yl-methanone (example 14) and 3-chlorophenylboronic acid to afford the desired product as a light-brown foam (49%). MS (ISP): 605.2 (M+H)+.